From a dataset of the Open Reaction Database (ORD), a public repository of structured organic reaction records. describe an organic reaction: reactants, conditions, products, and yield Starting materials: C(C)OC(C(CC(C(=O)OCC)C)OC1=CC2=C(C3=NC(=CN3CCO2)C=2N(N=C(N2)C)C(C)C)C=C1)=O (2-[2-(2-isopropyl-5-methyl-2H-[1,2,4]triazol-3-yl)-4,5-dihydro-6-oxa-1,3a-diazabenzo[e]azulen-8-yloxy]-4-methylpentanedioic acid diethyl ester), [C@@H]([C@H](C(=O)[O-])O)(C(=O)[O-])O.[Na+].[K+] (Rochelle's salt), [H-].[H-].[H-].[H-].[Li+].[Al+3] (LiAlH4), CCOC(=O)C (EtOAc). The solvent is C1CCOC1 (THF), C1CCOC1 (THF). Conditions: time 2.5 hour. Product: C(C)(C)N1N=C(N=C1C1=CN2CCOC3=C(C2=N1)C=CC(=C3)OC(CO)CC(CO)C)C (2-[2-(2-Isopropyl-5-methyl-2H-[1,2,4]triazol-3-yl)-4,5-dihydro-6-oxa-1,3a-diazabenzo[e]azulen-8-yloxy]-4-methylpentane-1,5-diol). The yield is 55.1%. RXN SMILES: [H-].[H-].[H-].[H-].[Li+].[Al+3].C([O:9][C:10](=O)[CH:11]([O:20][C:21]1[CH:43]=[CH:42][C:24]2[C:25]3[N:29]([CH2:30][CH2:31][O:32][C:23]=2[CH:22]=1)[CH:28]=[C:27]([C:33]1[N:34]([CH:39]([CH3:41])[CH3:40])[N:35]=[C:36]([CH3:38])[N:37]=1)[N:26]=3)[CH2:12][CH:13]([CH3:19])[C:14](OCC)=[O:15])C.CCOC(C)=O.[C@H](O)(C([O-])=O)[C@@H](O)C([O-])=O.[Na+].[K+]>C1COCC1>[CH:39]([N:34]1[C:33]([C:27]2[N:26]=[C:25]3[N:29]([CH2:30][CH2:31][O:32][C:23]4[CH:22]=[C:21]([O:20][CH:11]([CH2:12][CH:13]([CH3:19])[CH2:14][OH:15])[CH2:10][OH:9])[CH:43]=[CH:42][C:24]=43)[CH:28]=2)=[N:37][C:36]([CH3:38])=[N:35]1)([CH3:41])[CH3:40] |f:0.1.2.3.4.5,8.9.10|. Procedure: To a suspension of LiAlH4 (85 mg, 2.23 mmol) in THF (1 mL) at 0° C. was added a solution of 2-[2-(2-isopropyl-5-methyl-2H-[1,2,4]triazol-3-yl)-4,5-dihydro-6-oxa-1,3a-diazabenzo[e]azulen-8-yloxy]-4-methylpentanedioic acid diethyl ester (391 mg, 0.744 mmol) in THF (20 mL) and stirring at RT was continued for 2.5 h. To the reaction mixture was added EtOAc (2 mL) and stirring was continued for 30 min. An aqueous solution (10%) of Rochelle's salt was then added and the mixture was stirred for 5 min. ... Starting materials: N1=CC=C(C=C1)C=1OC2=C(N1)C=C(C=C2)C(F)(F)F (2-(pyridin-4-yl)-5-(trifluoromethyl)benzoxazole), ClC1=CC(=CC=C1)C(=O)OO (m-chloroperbenzoic acid). The product is FC(C=1C=CC2=C(N=C(O2)C2=CC=[N+](C=C2)[O-])C1)(F)F (4-[5-(trifluoromethyl)benzoxazole-2-yl]pyridine N-oxide). Yield: 78.2%. As a reaction SMILES: [N:1]1[CH:6]=[CH:5][C:4]([C:7]2[O:8][C:9]3[CH:15]=[CH:14][C:13]([C:16]([F:19])([F:18])[F:17])=[CH:12][C:10]=3[N:11]=2)=[CH:3][CH:2]=1.ClC1C=CC=C(C(OO)=[O:28])C=1>C(Cl)(Cl)Cl>[F:17][C:16]([F:19])([F:18])[C:13]1[CH:14]=[CH:15][C:9]2[O:8][C:7]([C:4]3[CH:5]=[CH:6][N+:1]([O-:28])=[CH:2][CH:3]=3)=[N:11][C:10]=2[CH:12]=1. Run in C(Cl)(Cl)Cl (chloroform), C(Cl)(Cl)Cl (chloroform). Procedure details: To a mixture of 0.47 g of 2-(pyridin-4-yl)-5-(trifluoromethyl)benzoxazole and 5 ml of chloroform, 0.64 g of 65% m-chloroperbenzoic acid was added while ice-cooling. The reaction mixture was stirred while ice-cooling for 30 minutes, and then stirred at room temperature for 1.5 hours. The reaction mixture was diluted with chloroform, and washed with 5% aqueous solution of sodium hydroxide and a saturated sodium chloride solution. Organic layers were dried over anhydrous sodium sulfate, and then co...